From a dataset of the Open Reaction Database (ORD), a public repository of structured organic reaction records. describe an organic reaction: reactants, conditions, products, and yield The reactants are O=C([O-])O, O=C([O-])[O-], CN(C)C1CCC(C(=O)Nc2c(C(=O)Nc3ccc(Cl)cn3)oc3ccc(OC4COC(c5ccccc5)OC4)cc23)CC1, Cl, [K+], [K+], [Na+], C1CCOC1. Product: CN(C)C1CCC(C(=O)Nc2c(C(=O)Nc3ccc(Cl)cn3)oc3ccc(OC(CO)CO)cc23)CC1. As a reaction SMILES: [C:46](=[O:47])([O-:48])[OH:49].[C:51](=[O:52])([O-:53])[O-:54].[CH3:1][N:2]([CH:3]1[CH2:4][CH2:5][CH:6]([C:9](=[O:10])[NH:11][c:12]2[c:13]([C:34](=[O:35])[NH:36][c:37]3[n:38][cH:39][c:40]([Cl:43])[cH:41][cH:42]3)[o:14][c:15]3[c:16]2[cH:17][c:18]([O:21][CH:22]2[CH2:23][O:24][CH:25]([c:28]4[cH:29][cH:30][cH:31][cH:32][cH:33]4)[O:26][CH2:27]2)[cH:19][cH:20]3)[CH2:7][CH2:8]1)[CH3:44].[ClH:45].[K+:55].[K+:56].[Na+:50].[O:57]1[CH2:58][CH2:59][CH2:60][CH2:61]1>>[CH3:1][N:2]([CH:3]1[CH2:4][CH2:5][CH:6]([C:9](=[O:10])[NH:11][c:12]2[c:13]([C:34](=[O:35])[NH:36][c:37]3[n:38][cH:39][c:40]([Cl:43])[cH:41][cH:42]3)[o:14][c:15]3[c:16]2[cH:17][c:18]([O:21][CH:22]([CH2:23][OH:24])[CH2:27][OH:26])[cH:19][cH:20]3)[CH2:7][CH2:8]1)[CH3:44]. The reactants are ClC=1C=NC(=C(C(=O)O)C1)N1CC(C1)OC1=CC(=CC=C1)F (5-chloro-2-(3-(3-fluorophenoxy)azetidin-1-yl)nicotinic acid), Cl.NCC1=NC=C(C(=O)OCC)C=C1 (ethyl 6-(aminomethyl)nicotinate hydrochloride). Yields the product ClC=1C=NC(=C(C(=O)NCC2=NC=C(C(=O)OCC)C=C2)C1)N1CC(C1)OC1=CC(=CC=C1)F (ethyl 6-((5-chloro-2-(3-(3-fluorophenoxy)azetidin-1-yl)nicotinamido)methyl)nicotinate). RXN SMILES: [Cl:1][C:2]1[CH:3]=[N:4][C:5]([N:11]2[CH2:14][CH:13]([O:15][C:16]3[CH:21]=[CH:20][CH:19]=[C:18]([F:22])[CH:17]=3)[CH2:12]2)=[C:6]([CH:10]=1)[C:7](O)=[O:8].Cl.[NH2:24][CH2:25][C:26]1[CH:36]=[CH:35][C:29]([C:30]([O:32][CH2:33][CH3:34])=[O:31])=[CH:28][N:27]=1>>[Cl:1][C:2]1[CH:3]=[N:4][C:5]([N:11]2[CH2:14][CH:13]([O:15][C:16]3[CH:21]=[CH:20][CH:19]=[C:18]([F:22])[CH:17]=3)[CH2:12]2)=[C:6]([CH:10]=1)[C:7]([NH:24][CH2:25][C:26]1[CH:36]=[CH:35][C:29]([C:30]([O:32][CH2:33][CH3:34])=[O:31])=[CH:28][N:27]=1)=[O:8] |f:1.2|. Reported procedure: The title compound (D158) (59 mg) was prepared according to the experimental procedure described in Description 144 starting from 5-chloro-2-(3-(3-fluorophenoxy)azetidin-1-yl)nicotinic acid (D103) (50 mg, 0.154 mmol) and ethyl 6-(aminomethyl)nicotinate hydrochloride (33.56 mg, 0.154 mmol, commercially available at Chemimpex#23882). Starting materials: [N+](=O)([O-])CC(=O)OCC (ethyl 2-nitroacetate), C(=C)C1CCCCC1 (vinylcyclohexane), N12CCN(CC1)CC2 (1,4-diazabicyclo[2.2.2]octane). Solvent: C(C)O (ethanol). Reaction conditions: temperature 80 celsius, time 60 hour. The product is C1(=CC=CC=C1)C1CC(=NO1)C(=O)OCC (ethyl 5-phenyl-4,5-dihydroisoxazole-3-carboxylate). The yield is 72.4%. As a reaction SMILES: [N+:1]([CH2:4][C:5]([O:7][CH2:8][CH3:9])=[O:6])([O-:3])=O.[CH:10]([CH:12]1[CH2:17][CH2:16][CH2:15][CH2:14][CH2:13]1)=[CH2:11].N12CCN(CC1)CC2>C(O)C>[C:12]1([CH:10]2[O:3][N:1]=[C:4]([C:5]([O:7][CH2:8][CH3:9])=[O:6])[CH2:11]2)[CH:17]=[CH:16][CH:15]=[CH:14][CH:13]=1. Procedure details: A mixture of ethyl 2-nitroacetate (0.96 mL; 8.70 mmol), vinylcyclohexane (0.6 mL; 4.35 mmol), 1,4-diazabicyclo[2.2.2]octane (DABCO) (0.050 mg, 0.438 mmol) and ethanol (2 mL) was stirred at 80° C. for 60 hrs. The reaction mixture was concentrated under reduced pressure and purified by flash chromatography on silica gel (eluent 2 to 20% ethyl acetate in heptane) to afford ethyl 5-phenyl-4,5-dihydroisoxazole-3-carboxylate 0.690 g (63%). The reactants are COC(=O)c1ccc(OCC2CCCN2C(=O)OC(C)(C)C)c(C(=O)OC)c1, ClCCl, O=C(O)C(F)(F)F. The product is COC(=O)c1ccc(OCC2CCCN2)c(C(=O)OC)c1. As a reaction SMILES: [C:1]([O:2][C:3](=[O:4])[N:8]1[CH:9]([CH2:13][O:14][c:15]2[c:16]([C:25](=[O:26])[O:27][CH3:28])[cH:17][c:18]([C:19](=[O:20])[O:21][CH3:22])[cH:23][cH:24]2)[CH2:10][CH2:11][CH2:12]1)([CH3:5])([CH3:6])[CH3:7].[Cl:36][CH2:37][Cl:38].[F:29][C:30]([F:31])([F:32])[C:33]([OH:34])=[O:35]>>[NH:8]1[CH:9]([CH2:13][O:14][c:15]2[c:16]([C:25](=[O:26])[O:27][CH3:28])[cH:17][c:18]([C:19](=[O:20])[O:21][CH3:22])[cH:23][cH:24]2)[CH2:10][CH2:11][CH2:12]1. Starting materials: amide, BrC=1C=NC=CC1C#N (3-bromo-4-cyanopyridine), CC1=CC=C(C=C1)B(O)O (4-methylphenylboronic acid), BrC=1C=NC=CC1C#N (3-bromo-4-cyanopyridine), O=P12OP3(=O)OP(=O)(O1)OP(=O)(O2)O3 (P2O5). The product is C(#N)C1=C(C=NC=C1)C1=CC=C(C=C1)C (4-cyano-3-(4-methylphenyl)pyridine). RXN SMILES: Br[C:2]1[CH:3]=[N:4][CH:5]=[CH:6][C:7]=1[C:8]#[N:9].O=P12OP3(OP(OP(O3)(O1)=O)(=O)O2)=O.[CH3:24][C:25]1[CH:30]=[CH:29][C:28](B(O)O)=[CH:27][CH:26]=1>>[C:8]([C:7]1[CH:6]=[CH:5][N:4]=[CH:3][C:2]=1[C:28]1[CH:29]=[CH:30][C:25]([CH3:24])=[CH:26][CH:27]=1)#[N:9]. Procedure: Synthetic Scheme XXVI shows the 6-step preparation of the alkylating reagent 3-(4-bromomethylphenyl)-4-cyanopyridine (66) from 4-picoline (67) (Aldrich). In step 1, 4-picoline was brominated with bromine in fuming sulfuric acid at high temperatures to give 3-bromo-4-picoline (68). In step 2, the picoline 68 was oxidized to the corresponding carboxylic acid 69 with KMnO4. In step 3, the acid 69 was first converted to its acid chloride with oxalyl chloride and subsequently treated with condensed a... The reactants are C(C)C1=CC=C(C(=O)Cl)C=C1 (4-ethylbenzoyl chloride), ice, [OH-].[Na+] (sodium hydroxide), Cl.CNC (dimethylamine hydrochloride). The solvent is O (water). Conditions: time 20 minute. The product is CN(C(C1=CC=C(C=C1)CC)=O)C (N,N-dimethyl-4-ethylbenzamide). Yield: 98.2%. As a reaction SMILES: Cl.[CH3:2][NH:3][CH3:4].[OH-].[Na+].[CH2:7]([C:9]1[CH:17]=[CH:16][C:12]([C:13](Cl)=[O:14])=[CH:11][CH:10]=1)[CH3:8]>O>[CH3:2][N:3]([CH3:4])[C:13](=[O:14])[C:12]1[CH:16]=[CH:17][C:9]([CH2:7][CH3:8])=[CH:10][CH:11]=1 |f:0.1,2.3|. Procedure details: In 50 g of water is dissolved 36.0 g (442 mmole) of dimethylamine hydrochloride. 50 g of ice and 36 g (450 mmole) of 50% sodium hydroxide solution are added. While maintaining the internal temperature below 10° C, 35 g (208 mmole) of 4-ethylbenzoyl chloride is added. The mixture is stirred 20 minutes, extracted with ethyl ether, dried over anhydrous magnesium sulfate and concentrated in vacuo to yield 36.2 g of N,N-dimethyl-4-ethylbenzamide.